Dataset: the Open Reaction Database (ORD), a public repository of structured organic reaction records. Task: describe an organic reaction: reactants, conditions, products, and yield Reported procedure: 8-(2,4-Dimethoxybenzoyl)-3-(S)-(2-methylsulfanylethyl)-1,4,8-triazaspiro[4,5]decan-2-one (300 mg, 0.8 mmol) was dissolved in ethyl methyl ketone (2 ml), treated with water (8 μL) and TMSCl (106 μL) and stirred overnight. The solid was filtered off and dried in vacuo. The product 8-(2,4-dimethoxybenzoyl)-3-(S)-(2-methylsulfanylethyl)-1,4,8-triazaspiro[4,5]decan-2-one hydrochloride was obtained in a yield of 320 mg (97%). Run in CC(=O)CC (ethyl methyl ketone). Run at time 8 hour. The product is Cl.COC1=C(C(=O)N2CCC3(N[C@H](C(N3)=O)CCSC)CC2)C=CC(=C1)OC (8-(2,4-dimethoxybenzoyl)-3-(S)-(2-methylsulfanylethyl)-1,4,8-triazaspiro[4,5]decan-2-one hydrochloride). As a reaction SMILES: [CH3:1][O:2][C:3]1[CH:25]=[C:24]([O:26][CH3:27])[CH:23]=[CH:22][C:4]=1[C:5]([N:7]1[CH2:21][CH2:20][C:10]2([NH:14][C:13](=[O:15])[C@H:12]([CH2:16][CH2:17][S:18][CH3:19])[NH:11]2)[CH2:9][CH2:8]1)=[O:6].O.C[Si]([Cl:33])(C)C>CC(CC)=O>[ClH:33].[CH3:1][O:2][C:3]1[CH:25]=[C:24]([O:26][CH3:27])[CH:23]=[CH:22][C:4]=1[C:5]([N:7]1[CH2:21][CH2:20][C:10]2([NH:14][C:13](=[O:15])[C@H:12]([CH2:16][CH2:17][S:18][CH3:19])[NH:11]2)[CH2:9][CH2:8]1)=[O:6] |f:4.5|. Starting materials: O (water), C[Si](C)(C)Cl (TMSCl), COC1=C(C(=O)N2CCC3(N[C@H](C(N3)=O)CCSC)CC2)C=CC(=C1)OC (8-(2,4-Dimethoxybenzoyl)-3-(S)-(2-methylsulfanylethyl)-1,4,8-triazaspiro[4,5]decan-2-one). The reactants are CCC(CC)N1CCc2c(C)nc3cc(C)nn3c21, CN(C)C=O, CCOC(C)=O, O=C1CCC(=O)N1I, O. Yields the product CCC(CC)N1CCc2c(C)nc3c(I)c(C)nn3c21. RXN SMILES: [CH2:9]([CH3:10])[CH:11]([CH2:12][CH3:13])[N:14]1[CH2:15][CH2:16][c:17]2[c:18]([CH3:27])[n:19][c:20]3[n:21]([c:22]21)[n:23][c:24]([CH3:26])[cH:25]3.[CH3:29][N:30]([CH3:31])[CH:32]=[O:33].[CH3:34][CH2:35][O:36][C:37](=[O:38])[CH3:39].[I:1][N:2]1[C:3](=[O:4])[CH2:5][CH2:6][C:7]1=[O:8].[OH2:28]>>[I:1][c:25]1[c:20]2[n:19][c:18]([CH3:27])[c:17]3[c:22]([n:21]2[n:23][c:24]1[CH3:26])[N:14]([CH:11]([CH2:9][CH3:10])[CH2:12][CH3:13])[CH2:15][CH2:16]3. Starting materials: ClC=1C=C2C(C(=CN(C2=CC1Cl)CC)C(=O)O)=O (6,7-Dichloro-1-ethyl-4-oxo-1,4-dihydro-quinoline-3-carboxylic acid), N1CCOCC1 (morpholine). Run in CS(=O)C (DMSO). Product: ClC=1C=C2C(C(=CN(C2=CC1N1CCOCC1)CC)C(=O)O)=O (6-chloro-1-ethyl-7-morpholino-4-oxo-1,4-dihydro-quinoline-3-carboxylic acid). As a reaction SMILES: [Cl:1][C:2]1[CH:3]=[C:4]2[C:9](=[CH:10][C:11]=1Cl)[N:8]([CH2:13][CH3:14])[CH:7]=[C:6]([C:15]([OH:17])=[O:16])[C:5]2=[O:18].[NH:19]1[CH2:24][CH2:23][O:22][CH2:21][CH2:20]1>CS(C)=O>[Cl:1][C:2]1[CH:3]=[C:4]2[C:9](=[CH:10][C:11]=1[N:19]1[CH2:24][CH2:23][O:22][CH2:21][CH2:20]1)[N:8]([CH2:13][CH3:14])[CH:7]=[C:6]([C:15]([OH:17])=[O:16])[C:5]2=[O:18]. Reported procedure: 6,7-Dichloro-1-ethyl-4-oxo-1,4-dihydro-quinoline-3-carboxylic acid (4.3 g) and morpholine (10 cm3) in DMSO (45 cm3) were heated for 3 hours at 110° C. under the same conditions as in Example 6. The reaction product crystallised on cooling. It was filtered off and recrystallised from 40 cm3 of a mixture of DMF (dimethylformamide; 1 volume) and methyl cellosolve (1 volume). 3.3 g of 6-chloro-1-ethyl-7-morpholino-4-oxo-1,4-dihydro-quinoline-3-carboxylic acid, m.p. 266° C., were obtained. Product: C(C1=CC=CC=C1)SCCC(CC(=O)C1=CC=CC=C1)=O (1-benzylthio-5-phenyl-3,5-pentanedione). Conditions: time 40 minute. Run in C(C)OCC (diethyl ether). RXN SMILES: [CH2:1]([S:8][CH2:9][CH2:10][C:11](=[O:24])[CH:12]([C:16](=[O:23])[C:17]1[CH:22]=[CH:21][CH:20]=[CH:19][CH:18]=1)C(=O)C)[C:2]1[CH:7]=[CH:6][CH:5]=[CH:4][CH:3]=1.C[O-].[Na+].O.OS(O)(=O)=O>C(OCC)C>[CH2:1]([S:8][CH2:9][CH2:10][C:11](=[O:24])[CH2:12][C:16]([C:17]1[CH:22]=[CH:21][CH:20]=[CH:19][CH:18]=1)=[O:23])[C:2]1[CH:3]=[CH:4][CH:5]=[CH:6][CH:7]=1 |f:1.2|. Starting materials: C(C1=CC=CC=C1)SCCC(C(C(C)=O)C(C1=CC=CC=C1)=O)=O (1-benzylthio-4-benzoyl-3,5-hexanedione), C[O-].[Na+] (sodium methylate), O (water), OS(=O)(=O)O (H2SO4). Procedure details: 34.0 g (0.1 mol) of 1-benzylthio-4-benzoyl-3,5-hexanedione (see Example 17) are initially placed in a 100 ml flask equipped with a thermometer, a stirrer, a dropping funnel and a reflux condenser. 19.8 g (0.11 mol) of sodium methylate solution (30% in methanol) are added dropwise, with stirring, in the course of 40 minutes. In the course of this the reaction temperature rises from room temperature to approx. 32° C. The mixture is stirred for a further hour at room temperature and for a further 3... The reactants are CCOC(=O)CBr, COc1cc(C=O)c(O)cc1OCc1ccccc1, CN(C)C=O, C1CCC2=NCCCN2CC1, O. Product: CCOC(=O)COc1cc(OCc2ccccc2)c(OC)cc1C=O. RXN SMILES: [Br:20][CH2:21][C:22](=[O:23])[O:24][CH2:25][CH3:26].[CH2:1]([c:2]1[cH:3][cH:4][cH:5][cH:6][cH:7]1)[O:8][c:9]1[cH:10][c:11]([OH:19])[c:12]([CH:13]=[O:14])[cH:15][c:16]1[O:17][CH3:18].[CH3:39][N:40]([CH3:41])[CH:42]=[O:43].[N:27]12[CH2:28][CH2:29][CH2:30][N:31]=[C:32]1[CH2:33][CH2:34][CH2:35][CH2:36][CH2:37]2.[OH2:38]>>[CH2:1]([c:2]1[cH:3][cH:4][cH:5][cH:6][cH:7]1)[O:8][c:9]1[cH:10][c:11]([O:19][CH2:21][C:22](=[O:23])[O:24][CH2:25][CH3:26])[c:12]([CH:13]=[O:14])[cH:15][c:16]1[O:17][CH3:18].